Dataset: the Open Reaction Database (ORD), a public repository of structured organic reaction records. Task: describe an organic reaction: reactants, conditions, products, and yield Reactants: 3-dimethylaminopropyl-3-ethylcarboiimide hydrochloride, hydrate, COC=1C=C(CN)C=CC1 (3-methoxybenzylamine), N1=C(C=CC2=CN=CC=C12)C(=O)O (2-[1,6]naphthyridinecarboxylic acid). The solvent is CN(C)C=O (DMF). Run at time 8 hour. Product: COC=1C=C(CNC(=O)C2=NC3=CC=NC=C3C=C2)C=CC1 (N-(3-methoxybenzyl)-2-[1,6]naphthyridinecarboxamide). Isolated yield 94.0%. As a reaction SMILES: [N:1]1[C:10]2[C:5](=[CH:6][N:7]=[CH:8][CH:9]=2)[CH:4]=[CH:3][C:2]=1[C:11]([OH:13])=O.[CH3:14][O:15][C:16]1[CH:17]=[C:18]([CH:21]=[CH:22][CH:23]=1)[CH2:19][NH2:20]>CN(C=O)C>[CH3:14][O:15][C:16]1[CH:17]=[C:18]([CH:21]=[CH:22][CH:23]=1)[CH2:19][NH:20][C:11]([C:2]1[CH:3]=[CH:4][C:5]2[C:10](=[CH:9][CH:8]=[N:7][CH:6]=2)[N:1]=1)=[O:13]. Procedure details: To a stirring mixture of 2-[1,6]naphthyridinecarboxylic acid (50 mg, 0.287 mmol) in anhydrous DMF (10 mL) at room temperature was added sequentially 1-hydroxyhenzotriazole hydrate (42.7 mg, 0.316 mmol), 3-methoxybenzylamine (56.6 μL, 0.431 mmol) and 1-(3-dimethylaminopropyl-3-ethylcarboiimide hydrochloride (61.8 mg, 0.316 mmol). The resulting mixture was allowed to stir at room temperature overnight and it was found to be clear. The solvent was removed under vacuum. Flash column chromatography o... Starting materials: [BH4-].[Na+] (Sodium borohydride), C(C)OC(CCCCCCN1C(C(C[C@@H]1\C=C\C(C=1OC(=CC1)C(F)(F)F)=O)(C)C)=O)=O (7-{(R)-3,3-dimethyl-2-oxo-5-[(E)-3-oxo-3-(5-trifluoromethyl-furan-2-yl)-propenyl]-pyrrolidin-1-yl}-heptanoic acid ethyl ester). The solvent is CO (methanol). Run at time 45 minute. Product: C(C)OC(CCCCCCN1C(C(C[C@@H]1\C=C\C(C=1OC(=CC1)C(F)(F)F)O)(C)C)=O)=O (7-{(R)-5-[(E)-3-hydroxy-3-(5-trifluoromethyl-furan-2-yl)-propenyl]-3,3-dimethyl-2-oxo-pyrrolidin-1-yl}-heptanoic acid ethyl ester). Isolated yield 32.1%. Reaction SMILES: [BH4-].[Na+].[CH2:3]([O:5][C:6](=[O:34])[CH2:7][CH2:8][CH2:9][CH2:10][CH2:11][CH2:12][N:13]1[C@@H:17](/[CH:18]=[CH:19]/[C:20](=[O:30])[C:21]2[O:22][C:23]([C:26]([F:29])([F:28])[F:27])=[CH:24][CH:25]=2)[CH2:16][C:15]([CH3:32])([CH3:31])[C:14]1=[O:33])[CH3:4]>CO>[CH2:3]([O:5][C:6](=[O:34])[CH2:7][CH2:8][CH2:9][CH2:10][CH2:11][CH2:12][N:13]1[C@@H:17](/[CH:18]=[CH:19]/[CH:20]([OH:30])[C:21]2[O:22][C:23]([C:26]([F:27])([F:29])[F:28])=[CH:24][CH:25]=2)[CH2:16][C:15]([CH3:31])([CH3:32])[C:14]1=[O:33])[CH3:4] |f:0.1|. Procedure details: Sodium borohydride (37 mg, 0.98 mmol) was slowly added to a solution of 7-{(R)-3,3-dimethyl-2-oxo-5-[(E)-3-oxo-3-(5-trifluoromethyl-furan-2-yl)-propenyl]-pyrrolidin-1-yl}-heptanoic acid ethyl ester (280 mg, 0.61 mmol) in methanol (4 mL) at −20° C. The reaction flask was kept at −10° C. for 45 minutes. When the addition was complete the reaction vessel was kept at −10 C for 40 min. When the reaction was done, it was quenched with acetone and concentrated to dryness. The residue was dissolved in e... Starting materials: CC1=C(C(=O)OC)C(=CC=C1)C (methyl 2,6-dimethylbenzoate), BrN1C(CCC1=O)=O (N-bromosuccinimide), [Cl-].[NH4+] (ammonium chloride), C(C)(=O)[O-].[Na+] (sodium acetate), BrCC1=C(C(=O)OC)C(=CC=C1)C (methyl 2-(bromomethyl)-6-methylbenzoate). Reagents/catalysts: N(=NC(C#N)(C)C)C(C#N)(C)C (α,α′-azobisisobutyronitrile), [W] (tungsten). The solvent is ClC(C)Cl (dichloroethane), CCCCCC (hexane), C(C)(=O)OCC (ethyl acetate), CS(=O)C (dimethyl sulfoxide). Reaction conditions: time 2 hour. Yields the product C(C)(=O)OCC1=C(C(=O)OC)C(=CC=C1)C (methyl 2-(acetoxymethyl)-6-methylbenzoate). The yield is 80.0%. Reaction SMILES: [CH3:1][C:2]1[CH:11]=[CH:10][CH:9]=[C:8]([CH3:12])[C:3]=1[C:4]([O:6][CH3:7])=[O:5].BrN1C(=O)CCC1=O.BrCC1C=CC=C(C)[C:24]=1[C:25]([O:27]C)=[O:26].C([O-])(=O)C.[Na+].[Cl-].[NH4+]>ClC(Cl)C.CS(C)=O.[W].N(C(C)(C)C#N)=NC(C)(C)C#N.CCCCCC.C(OCC)(=O)C>[C:25]([O:27][CH2:1][C:2]1[CH:11]=[CH:10][CH:9]=[C:8]([CH3:12])[C:3]=1[C:4]([O:6][CH3:7])=[O:5])(=[O:26])[CH3:24] |f:3.4,5.6|. Reported procedure: To a solution of methyl 2,6-dimethylbenzoate (described in J. Am. Chem. Soc., 99, 6405 (1977); 23.4 g, 143 mmol) in dichloroethane (200 ml) were added N-bromosuccinimide (25.46 g, 143 mmol) and α,α′-azobisisobutyronitrile (234.8 mg, 1.43 mmol), and the mixture was irradiated with visible light (tungsten lamp, 375 W) for 1 hour. After cooling the reaction mixture, the precipitated material was filtered off, and the solvent was distilled off under reduced pressure. The obtained oily residue was su... The reactants are C(C)(C)[C@@H]1N(C(OC1)=O)C(CCC(C)C)=O (4-(S)-isopropyl-3-(1-oxo-4-methylpentyl)-2-oxazolidinone), BrCC(=O)OC(C)(C)C (tert-butyl bromoacetate). Yields the product C(C)(C)[C@@H]1N(C(OC1)=O)C([C@H](CC(C)C)CC(=O)OC(C)(C)C)=O (4-(S)-isopropyl-3-[2-(R)-tert-butoxycarbonylmethyl-1-oxo-4-methylpentyl]-2-oxazolidinone). RXN SMILES: [CH:1]([C@H:4]1[CH2:8][O:7][C:6](=[O:9])[N:5]1[C:10](=[O:16])[CH2:11][CH2:12][CH:13]([CH3:15])[CH3:14])([CH3:3])[CH3:2].Br[CH2:18][C:19]([O:21][C:22]([CH3:25])([CH3:24])[CH3:23])=[O:20]>>[CH:1]([C@H:4]1[CH2:8][O:7][C:6](=[O:9])[N:5]1[C:10](=[O:16])[C@@H:11]([CH2:18][C:19]([O:21][C:22]([CH3:25])([CH3:24])[CH3:23])=[O:20])[CH2:12][CH:13]([CH3:15])[CH3:14])([CH3:3])[CH3:2]. Procedure details: Following the procedure described in Referential Example 4, but using 4-(S)-isopropyl-3-(1-oxo-4-methylpentyl)-2-oxazolidinone (5.17 g), prepared in Referential Example 38, and tert-butyl bromoacetate (18.5 ml) as starting materials, the desired compound (6.16 g), having a m.p. of 143°-144° C. after recrystallization from aqueous methanol, was obtained. Reactants: CC(C)(C)OC(=O)c1cccc(C(CC(=O)N2C(=O)OCC2Cc2ccccc2)c2ccccn2)c1, C1CCOC1, C[Si](C)(C)[N-][Si](C)(C)C, [Na+], CC1(C)C2CCC1(CS(=O)(=O)O)C(=O)C2. Yields the product CC(C)(C)OC(=O)c1cccc(C(c2ccccn2)C(O)C(=O)N2C(=O)OCC2Cc2ccccc2)c1. Reaction SMILES: [CH2:11]([c:12]1[cH:13][cH:14][cH:15][cH:16][cH:17]1)[CH:18]1[N:19]([C:24]([CH2:25][CH:26]([c:27]2[n:28][cH:29][cH:30][cH:31][cH:32]2)[c:33]2[cH:34][c:35]([C:36](=[O:37])[O:38][C:39]([CH3:40])([CH3:41])[CH3:42])[cH:43][cH:44][cH:45]2)=[O:46])[C:20](=[O:23])[O:21][CH2:22]1.[CH2:62]1[O:63][CH2:64][CH2:65][CH2:66]1.[CH3:1][Si:2]([CH3:3])([CH3:4])[N-:5][Si:6]([CH3:7])([CH3:8])[CH3:9].[Na+:10].[O:47]=[S:48](=[O:49])([OH:50])[CH2:51][C:52]12[CH2:53][CH2:54][CH:55]([C:56]1([CH3:57])[CH3:58])[CH2:59][C:60]2=[O:61]>>[CH2:11]([c:12]1[cH:13][cH:14][cH:15][cH:16][cH:17]1)[CH:18]1[N:19]([C:24]([CH:25]([CH:26]([c:27]2[n:28][cH:29][cH:30][cH:31][cH:32]2)[c:33]2[cH:34][c:35]([C:36](=[O:37])[O:38][C:39]([CH3:40])([CH3:41])[CH3:42])[cH:43][cH:44][cH:45]2)[OH:47])=[O:46])[C:20](=[O:23])[O:21][CH2:22]1.